This data is from the Open Reaction Database (ORD), a public repository of structured organic reaction records. The task is: describe an organic reaction: reactants, conditions, products, and yield The reactants are CC(=O)OC(C)=O, C1CCOC1, Oc1cccnc1S, c1ccncc1. Yields the product CC(=O)Oc1cccnc1S. Reaction SMILES: [CH3:9][C:10](=[O:11])[O:12][C:13](=[O:14])[CH3:15].[O:22]1[CH2:23][CH2:24][CH2:25][CH2:26]1.[SH:1][c:2]1[n:3][cH:4][cH:5][cH:6][c:7]1[OH:8].[cH:16]1[cH:17][cH:18][n:19][cH:20][cH:21]1>>[SH:1][c:2]1[n:3][cH:4][cH:5][cH:6][c:7]1[O:8][C:10]([CH3:9])=[O:11]. Starting materials: ClC=1C(=NOC1N(C(=O)OCC(Cl)(Cl)Cl)C(=O)OCC(Cl)(Cl)Cl)C (bis(2,2,2-trichloroethyl) (4-chloro-3-methylisoxazol-5-yl)imidodicarbonate), C1(=CC=CC=C1)C=1N=C(SC1)N1CCNCC1 (1-(4-phenyl-1,3-thiazol-2-yl)piperazine), C(C)(C)N(CC)C(C)C (diisopropylethylamine), CS(=O)C (dimethylsulfoxide). Run in O (water). Product: ClC=1C(=NOC1NC(=O)N1CCN(CC1)C=1SC=C(N1)C1=CC=CC=C1)C (N-(4-Chloro-3-methylisoxazol-5-yl)-4-(4-phenyl-1,3-thiazol-2-yl)piperazine-1-carboxamide). Reaction SMILES: [Cl:1][C:2]1[C:3]([CH3:24])=[N:4][O:5][C:6]=1[N:7]([C:16]([O:18]CC(Cl)(Cl)Cl)=O)C(OCC(Cl)(Cl)Cl)=O.[C:25]1([C:31]2[N:32]=[C:33]([N:36]3[CH2:41][CH2:40][NH:39][CH2:38][CH2:37]3)[S:34][CH:35]=2)[CH:30]=[CH:29][CH:28]=[CH:27][CH:26]=1.C(N(C(C)C)CC)(C)C.CS(C)=O>O>[Cl:1][C:2]1[C:3]([CH3:24])=[N:4][O:5][C:6]=1[NH:7][C:16]([N:39]1[CH2:40][CH2:41][N:36]([C:33]2[S:34][CH:35]=[C:31]([C:25]3[CH:30]=[CH:29][CH:28]=[CH:27][CH:26]=3)[N:32]=2)[CH2:37][CH2:38]1)=[O:18]. Procedure: A solution of bis(2,2,2-trichloroethyl) (4-chloro-3-methylisoxazol-5-yl)imidodicarbonate (200 mg, 0.418 mmol), 1-(4-phenyl-1,3-thiazol-2-yl)piperazine (204 mg, 0.836 mmol), diisopropylethylamine (0.144 ml, 0.836 mmol) and dimethylsulfoxide (4 ml) was stirred at 70° C. for 12 hours, the reaction mixture was poured into water and the mixture was extracted with ethyl acetate. The extract was washed with water and dried over anhydrous magnesium sulfate. The solvent was distilled off under reduced pr... Reactants: CCOC(=O)C(CCCOC1CCCCO1)P(=O)(OCC)OCC, C1CCOC1, COc1cc(C=O)ccc1-n1cnc(C)c1, CCOC(C)=O, [Cl-], [Li+], [NH4+], [OH-], O. The product is CCOC(=O)C(=Cc1ccc(-n2cnc(C)c2)c(OC)c1)CCCOC1CCCCO1. RXN SMILES: [CH2:17]([CH3:18])[O:19][C:20]([CH:21]([CH2:22][CH2:23][CH2:24][O:25][CH:26]1[O:27][CH2:28][CH2:29][CH2:30][CH2:31]1)[P:32]([O:33][CH2:34][CH3:35])([O:36][CH2:37][CH3:38])=[O:39])=[O:40].[CH2:52]1[O:53][CH2:54][CH2:55][CH2:56]1.[CH3:1][O:2][c:3]1[cH:4][c:5]([CH:6]=[O:7])[cH:8][cH:9][c:10]1-[n:11]1[cH:12][n:13][c:14]([CH3:16])[cH:15]1.[CH3:46][CH2:47][O:48][C:49](=[O:50])[CH3:51].[Cl-:44].[Li+:43].[NH4+:45].[OH-:42].[OH2:41]>>[CH3:1][O:2][c:3]1[cH:4][c:5]([CH:6]=[C:21]([C:20]([O:19][CH2:17][CH3:18])=[O:40])[CH2:22][CH2:23][CH2:24][O:25][CH:26]2[O:27][CH2:28][CH2:29][CH2:30][CH2:31]2)[cH:8][cH:9][c:10]1-[n:11]1[cH:12][n:13][c:14]([CH3:16])[cH:15]1.